This data is from the Open Reaction Database (ORD), a public repository of structured organic reaction records. The task is: describe an organic reaction: reactants, conditions, products, and yield Reactants: C1(CC1)CNC1=NC2=CC(=CC(=C2C=N1)F)C(=O)OC (methyl 2-(cyclopropylmethylamino)-5-fluoro-quinazoline-7-carboxylate), [Li+].[OH-] (LiOH), C(CC(O)(C(=O)O)CC(=O)O)(=O)O (citric acid). Run in C1CCOC1 (THF), O (water). Run at time 1 hour. Yields the product C1(CC1)CNC1=NC2=CC(=CC(=C2C=N1)F)C(=O)O (2-(cyclopropylmethylamino)-5-fluoroquinazoline-7-carboxylic acid). As a reaction SMILES: [CH:1]1([CH2:4][NH:5][C:6]2[N:15]=[CH:14][C:13]3[C:8](=[CH:9][C:10]([C:17]([O:19]C)=[O:18])=[CH:11][C:12]=3[F:16])[N:7]=2)[CH2:3][CH2:2]1.[Li+].[OH-].C(O)(=O)CC(CC(O)=O)(C(O)=O)O>C1COCC1.O>[CH:1]1([CH2:4][NH:5][C:6]2[N:15]=[CH:14][C:13]3[C:8](=[CH:9][C:10]([C:17]([OH:19])=[O:18])=[CH:11][C:12]=3[F:16])[N:7]=2)[CH2:2][CH2:3]1 |f:1.2|. Procedure: A solution of methyl 2-(cyclopropylmethylamino)-5-fluoro-quinazoline-7-carboxylate (40 mg, 0.15 mmol) in THF (1.3 mL) and water (0.4 mL) was treated with LiOH (10.4 mg, 0.44 mmol) and stirred at ambient temperature for 1 h. The mixture was acidified with 1M aqueous citric acid and the resulting precipitate collected via centrifugation, washed with water, and then dried under high vacuum to afford 2-(cyclopropylmethylamino)-5-fluoroquinazoline-7-carboxylic acid as a yellow solid which was used wi... Reactants: ClC1=NC(=C2N=CN(C2=N1)C)NCC1=CC(=CC=C1)I (2-Chloro-N6 -(3-Iodobenzyl)-9-Methyladenine), C[O-].[Na+] (sodium methoxide). The solvent is CO (methanol). Run at temperature 85 celsius. Yields the product IC=1C=C(CNC2=C3N=CN(C3=NC(=N2)OC)C)C=CC1 (N6 -(3-Iodobenzyl)-2-Methoxy-9-Methyladenine). Yield: 86.0%. As a reaction SMILES: Cl[C:2]1[N:10]=[C:9]2[C:5]([N:6]=[CH:7][N:8]2[CH3:11])=[C:4]([NH:12][CH2:13][C:14]2[CH:19]=[CH:18][CH:17]=[C:16]([I:20])[CH:15]=2)[N:3]=1.[CH3:21][O-:22].[Na+]>CO>[I:20][C:16]1[CH:15]=[C:14]([CH:19]=[CH:18][CH:17]=1)[CH2:13][NH:12][C:4]1[N:3]=[C:2]([O:22][CH3:21])[N:10]=[C:9]2[C:5]=1[N:6]=[CH:7][N:8]2[CH3:11] |f:1.2|. Reported procedure: A mixture of compound 6 (21 mg, 0.052 mmol) and sodium methoxide in methanol (1.5 mg of Na) was heated for 14 h at 85° C. After evaporation of the solvent, the residue was triturated with methanol-water to give compound 15 (19 mg, 86.0%). 1H NMR (DMSO-d6) δ 3.64 (s, 3 H, 9-CH3), 3.81 (s, 3 H, OCH3), 4.59 (br s, 2 H, CH2), 7.11 (t, J=7.6 Hz, 1 H, H-16), 7.37 (d, J=7.6 Hz, 1 H, H-17), 7.59 (d, J=7.6 Hz, 1 H, H-15), 7.74 (s, 1 H, H-13), 7.92 (s, 1 H, H-8), 8.37 (br s, 1 H, exchangeable with D2O, NH... The reactants are N1=CNC2=C1C=CC(=C2)C(=O)OC (methyl 5-benzimidazolecarboxylate), C(C1=CC=CC=C1)Br (benzyl bromide), C([O-])([O-])=O.[K+].[K+] (potassium carbonate). Solvent: CC(=O)C (acetone). Reaction conditions: time 3 day. Yields the product C(C1=CC=CC=C1)N1C=NC2=C1C=CC(=C2)C(=O)OC (Methyl 1-benzyl-5-benzimidazolecarboxylate). Yield: 22.2%. Reaction SMILES: [N:1]1[C:5]2[CH:6]=[CH:7][C:8]([C:10]([O:12][CH3:13])=[O:11])=[CH:9][C:4]=2[NH:3][CH:2]=1.[CH2:14](Br)[C:15]1[CH:20]=[CH:19][CH:18]=[CH:17][CH:16]=1.C(=O)([O-])[O-].[K+].[K+]>CC(C)=O>[CH2:14]([N:1]1[C:5]2[CH:6]=[CH:7][C:8]([C:10]([O:12][CH3:13])=[O:11])=[CH:9][C:4]=2[N:3]=[CH:2]1)[C:15]1[CH:20]=[CH:19][CH:18]=[CH:17][CH:16]=1 |f:2.3.4|. Procedure details: A mixture of 2.8 g of methyl 5-benzimidazolecarboxylate (prepared as described in Preparation 26), 3.52 g of benzyl bromide, 3 g of potassium carbonate and 50 ml of acetone was stirred for 3 days at room temperature. At the end of this time, the solvent was removed by evaporation under reduced pressure and the residue was mixed with an aqueous solution of sodium chloride, after which it was extracted with ethyl acetate. The extract was dried over anhydrous sodium sulfate, after which the solvent... Starting materials: B, [Li]C(C)(C)C, CC1=C2CC(CC1)C2(C)C, C1CCOC1, COCCOCCOC, N#N, CCCCC(C)(C)C(O)C=CC1CCC(=O)C1CC=CCCCC(=O)OC. Product: CCCCC(C)(C)C(O)C=CC1CCC(O)C1CC=CCCCC(=O)OC. Reaction SMILES: [BH3:1].[C:14]([Li:15])([CH3:16])([CH3:17])[CH3:18].[C:2]12=[C:10]([CH3:11])[CH2:9][CH2:8][CH:4]([CH2:3]1)[C:5]2([CH3:6])[CH3:7].[CH2:46]1[O:47][CH2:48][CH2:49][CH2:50]1.[CH3:51][O:52][CH2:53][CH2:54][O:55][CH2:56][CH2:57][O:58][CH3:59].[N:12]#[N:13].[OH:19][CH:20]([CH:21]=[CH:22][CH:23]1[CH:24]([CH2:29][CH:30]=[CH:31][CH2:32][CH2:33][CH2:34][C:35](=[O:36])[O:37][CH3:38])[C:25](=[O:28])[CH2:26][CH2:27]1)[C:39]([CH2:40][CH2:41][CH2:42][CH3:43])([CH3:44])[CH3:45]>>[OH:19][CH:20]([CH:21]=[CH:22][CH:23]1[CH:24]([CH2:29][CH:30]=[CH:31][CH2:32][CH2:33][CH2:34][C:35](=[O:36])[O:37][CH3:38])[CH:25]([OH:28])[CH2:26][CH2:27]1)[C:39]([CH2:40][CH2:41][CH2:42][CH3:43])([CH3:44])[CH3:45].